This data is from the Open Reaction Database (ORD), a public repository of structured organic reaction records. The task is: describe an organic reaction: reactants, conditions, products, and yield The reactants are ClC1=CC=CC2=C1C(N(CC=1N2C=NC1C(N)=S)C)=O (7-chloro-5-methyl-6-oxo-5,6-dihydro-4H-imidazo[1,5-a][1,4]benzodiazepine-3-thiocarboxamide), ClCC(CCl)=O (1,3-dichloro-2-propanone). Run in O1CCOCC1 (dioxan). Product: ClC1=CC=CC2=C1C(N(CC=1N2C=NC1C=1SC=C(N1)CCl)C)=O (7-chloro-3-(4-chloromethyl-thiazol-2-yl)-5-methyl-5,6-dihydro-4H-imidazo[1,5-a][1,4]benzodiazepin-6-one). Yield: 87.1%. As a reaction SMILES: [Cl:1][C:2]1[C:7]2[C:8](=[O:20])[N:9]([CH3:19])[CH2:10][C:11]3[N:12]([CH:13]=[N:14][C:15]=3[C:16](=[S:18])[NH2:17])[C:6]=2[CH:5]=[CH:4][CH:3]=1.[Cl:21][CH2:22][C:23](=O)[CH2:24]Cl>O1CCOCC1>[Cl:1][C:2]1[C:7]2[C:8](=[O:20])[N:9]([CH3:19])[CH2:10][C:11]3[N:12]([CH:13]=[N:14][C:15]=3[C:16]3[S:18][CH:24]=[C:23]([CH2:22][Cl:21])[N:17]=3)[C:6]=2[CH:5]=[CH:4][CH:3]=1. Procedure details: A yellow suspension of 10.3 g (0.0336 mol) of 7-chloro-5-methyl-6-oxo-5,6-dihydro-4H-imidazo[1,5-a][1,4]benzodiazepine-3-thiocarboxamide in 220 ml of dioxan was treated with 4.69 g (0.0370 mol) of 1,3-dichloro-2-propanone. The solution was boiled at reflux for 16 hrs., cooled and suction filtered. There were obtained 11.1 g (87%) of 7-chloro-3-(4-chloromethyl-thiazol-2-yl)-5-methyl-5,6-dihydro-4H-imidazo[1,5-a][1,4]benzodiazepin-6-one as brown crystals. An analytical sample was recrystallized fr... Starting materials: [C@@H]12[C@@H](C(=C(C=3C=CC=4C=C5C=CC=CC5=CC4C31)O)O)CC2 (cis-dihydro-ethanobenzanthracene-diol), [Na] (sodium), I(=O)(=O)(=O)[O-].[K+] (potassium periodate). Run at time 24 hour. The product is C1(C(C=CC=2C=CC=3C=C4C=CC=CC4=CC3C21)C=O)C=O (dihydrobenzanthracene-dicarboxaldehyde). RXN SMILES: [C@@H:1]12[CH2:22][CH2:21][C@@H:2]1[C:3]([OH:20])=[C:4]([OH:19])[C:5]1[CH:6]=[CH:7][C:8]3[CH:9]=[C:10]4[C:15](=[CH:16][C:17]=3[C:18]=12)[CH:14]=[CH:13][CH:12]=[CH:11]4.[Na].I([O-])(=O)(=O)=O.[K+]>>[CH:5]1([CH:4]=[O:19])[C:6]2[C:7]3[CH:16]=[C:15]4[C:10]([CH:11]=[CH:12][CH:13]=[CH:14]4)=[CH:9][C:8]=3[CH:17]=[CH:18][C:1]=2[CH:22]=[CH:21][CH:2]1[CH:3]=[O:20] |f:2.3,^1:22|. Reported procedure: The dihydrobenzanthracene derivatives of the present invention may be readily prepared as set forth in the following reaction scheme: ##STR6## wherein A and B are as hereinbefore defined. In accordance with the above reaction scheme, the benzanthracene (VII) is heated with excess vinylene carbonate at reflux temperature under nitrogen for about 10-24 hours. Excess vinylene carbonate is removed by vacuum distillation. The residue is taken up in methylene chloride, clarified with charcoal, and pre... Reactants: Br (hydrobromic acid), BrBr (bromine), C(C1=CC=CC=C1)N1CCC(CCC1)=O (1-benzyl-azepane-4-one). Solvent: C(C)(=O)O (acetic acid), C(C)(=O)O (acetic acid). Reaction conditions: time 2 hour. Product: C(C1=CC=CC=C1)N1CCC(C(CC1)Br)=O (1-Benzyl-5-bromo-azepan-4-one). Reaction SMILES: [BrH:1].BrBr.[CH2:4]([N:11]1[CH2:17][CH2:16][CH2:15][C:14](=[O:18])[CH2:13][CH2:12]1)[C:5]1[CH:10]=[CH:9][CH:8]=[CH:7][CH:6]=1>C(O)(=O)C>[CH2:4]([N:11]1[CH2:17][CH2:16][CH:15]([Br:1])[C:14](=[O:18])[CH2:13][CH2:12]1)[C:5]1[CH:6]=[CH:7][CH:8]=[CH:9][CH:10]=1. Procedure: 33% hydrobromic acid in conc. acetic acid and 1.97 g bromine was added to 5 g 1-benzyl-azepane-4-one in 15 mL conc. acetic acid. The reaction was stirred 2 h at RT and completely concentrated under reduced pressure. The residue was diluted with ethyl acetate and refluxed for 1 h and crystallized with ethyl acetate to give 4 g of the desired product. Reactants: C(C1=CC=CC=C1)N([C@H]1[C@H](OC2=C(NC1=O)C=C(C=C2)F)CC)CC2=CC=CC=C2 ((−)-(6R,7S)-7-dibenzylamino-6-ethyl-2-fluoro-6,7-dihydro-9H-5-oxa-9-aza-benzocyclohepten-8-one), O(S(=O)(=O)C(F)(F)F)CC(F)(F)F (2,2,2-trifluoroethyl triflate), C([O-])([O-])=O.[Cs+].[Cs+] (cesium carbonate). The solvent is CN(C=O)C (dimethylformamide). Yields the product C(C1=CC=CC=C1)N([C@H]1[C@H](OC2=C(N(C1=O)CC(F)(F)F)C=C(C=C2)F)CC)CC2=CC=CC=C2 ((6R,7S)-7-dibenzylamino-6-ethyl-2-fluoro-9-(2,2,2-trifluoro-ethyl)-6,7-dihydro-9H-5-oxa-9-aza-benzocyclohepten-8-one). Isolated yield 56.4%. RXN SMILES: [CH2:1]([N:8]([CH2:24][C:25]1[CH:30]=[CH:29][CH:28]=[CH:27][CH:26]=1)[C@@H:9]1[C:15](=[O:16])[NH:14][C:13]2[CH:17]=[C:18]([F:21])[CH:19]=[CH:20][C:12]=2[O:11][C@@H:10]1[CH2:22][CH3:23])[C:2]1[CH:7]=[CH:6][CH:5]=[CH:4][CH:3]=1.O([CH2:39][C:40]([F:43])([F:42])[F:41])S(C(F)(F)F)(=O)=O.C(=O)([O-])[O-].[Cs+].[Cs+]>CN(C)C=O>[CH2:24]([N:8]([CH2:1][C:2]1[CH:3]=[CH:4][CH:5]=[CH:6][CH:7]=1)[C@@H:9]1[C:15](=[O:16])[N:14]([CH2:39][C:40]([F:43])([F:42])[F:41])[C:13]2[CH:17]=[C:18]([F:21])[CH:19]=[CH:20][C:12]=2[O:11][C@@H:10]1[CH2:22][CH3:23])[C:25]1[CH:30]=[CH:29][CH:28]=[CH:27][CH:26]=1 |f:2.3.4|. Procedure details: A solution of 0.50 g (1.24 mmol) (−)-(6R,7S)-7-dibenzylamino-6-ethyl-2-fluoro-6,7-dihydro-9H-5-oxa-9-aza-benzocyclohepten-8-one and 0.44 g (1.85 mmol) 2,2,2-trifluoroethyl triflate in 5 ml dimethylformamide were treated with 0.61 g (1.85 mmol) cesium carbonate for 18 hours. The mixture was extracted with water/ethylacetate. Chromatography on silicagel with heptane/ethylacetate 70:30 yielded 0.34 g (57%) (6R,7S)-7-dibenzylamino-6-ethyl-2-fluoro-9-(2,2,2-trifluoro-ethyl)-6,7-dihydro-9H-5-oxa-9-aza... Starting materials: ClC1=C(C=C(N)C=C1)C1=NC=CC=C1 (4-chloro-3-(pyridine-2-yl)aniline), O[C@H](CS(=O)(=O)C1=CC=C(C(=O)O)C=C1)C ((S)-4-(2-hydroxypropylsulfonyl)benzoic acid). Product: ClC1=C(C=C(C=C1)NC(C1=CC=C(C=C1)S(=O)(=O)C[C@H](C)O)=O)C1=NC=CC=C1 ((S)—N-(4-chloro-3-(pyridin-2-yl)phenyl)-4-(2-hydroxypropylsulfonyl)benzamide). RXN SMILES: [Cl:1][C:2]1[CH:8]=[CH:7][C:5]([NH2:6])=[CH:4][C:3]=1[C:9]1[CH:14]=[CH:13][CH:12]=[CH:11][N:10]=1.[OH:15][C@@H:16]([CH3:30])[CH2:17][S:18]([C:21]1[CH:29]=[CH:28][C:24]([C:25](O)=[O:26])=[CH:23][CH:22]=1)(=[O:20])=[O:19]>>[Cl:1][C:2]1[CH:8]=[CH:7][C:5]([NH:6][C:25](=[O:26])[C:24]2[CH:23]=[CH:22][C:21]([S:18]([CH2:17][C@@H:16]([OH:15])[CH3:30])(=[O:20])=[O:19])=[CH:29][CH:28]=2)=[CH:4][C:3]=1[C:9]1[CH:14]=[CH:13][CH:12]=[CH:11][N:10]=1. Procedure: 150 mg of (S)-propylene oxide was reacted with methyl 4-mercaptobenzoate via Procedure S to afford (S)-methyl 4-(2-hydroxypropylthio)benzoate. 650 mg of (S)-methyl 4-(2-hydroxypropylthio)benzoate was reacted via Procedure R to give (S)-methyl 4-(2-hydroxypropylsulfonyl)benzoate. 350 mg of (S)-methyl 4-(2-hydroxypropylsulfonyl)benzoate was hydrolyzed via Procedure M to give (S)-4-(2-hydroxypropylsulfonyl)benzoic acid. 45 mg of 4-chloro-3-(pyridine-2-yl)aniline was coupled to (S)-4-(2-hydroxypropy...